From a dataset of the Open Reaction Database (ORD), a public repository of structured organic reaction records. describe an organic reaction: reactants, conditions, products, and yield Reactants: C(CCC)[Li] (n-butyl lithium), COC1=C(C(=CC=C1)OCOC)OC (1,2-Dimethoxy-3-methoxymethoxybenzene), C(C)(C)OB1OC(C(O1)(C)C)(C)C (2-isopropoxy-4,4,5,5-tetramethyl-1,3,2-dioxaborolane). Run in C(C)OCC (diethyl ether). Run at temperature -78 celsius, time 2 hour. Product: COC=1C(=C(C=CC1OC)B1OC(C(O1)(C)C)(C)C)OCOC (2-(3,4-Dimethoxy-2-methoxymethoxyphenyl)-4,4,5,5-tetra-methyl[1,3,2]dioxaborolane). RXN SMILES: [CH3:1][O:2][C:3]1[CH:8]=[CH:7][CH:6]=[C:5]([O:9][CH2:10][O:11][CH3:12])[C:4]=1[O:13][CH3:14].C([Li])CCC.C(O[B:24]1[O:28][C:27]([CH3:30])([CH3:29])[C:26]([CH3:32])([CH3:31])[O:25]1)(C)C>C(OCC)C>[CH3:14][O:13][C:4]1[C:5]([O:9][CH2:10][O:11][CH3:12])=[C:6]([B:24]2[O:28][C:27]([CH3:30])([CH3:29])[C:26]([CH3:32])([CH3:31])[O:25]2)[CH:7]=[CH:8][C:3]=1[O:2][CH3:1]. Procedure details: The MOM-protected phenol 1a (10 g; 0.0505 mol) was dissolved in 1000 ml of dry diethyl ether and cooled to −78° C. A solution of n-butyl lithium (22.2 ml of 2.5 M) was then added via syringe. The cooling bath was removed and the solution was allowed to warm to room temperature. After stirring the solution at room temperature for two hours, a yellow precipitate was observed. The mixture was cooled to −78° C., and 15 ml of 2-isopropoxy-4,4,5,5-tetramethyl-1,3,2-dioxaborolane (0.080 mol) was added ... Reactants: BrC1=C2C=CC(=NC2=CC(=C1O)Cl)C (5-bromo-7-chloro-2-methylquinolin-6-ol), CC1=C(C=C2C=CC=NC2=C1)O (7-methylquinolin-6-ol). The product is BrC1=C2C=CC=NC2=CC(=C1O)C (5-bromo-7-methylquinolin-6-ol). As a reaction SMILES: [Br:1][C:2]1[C:11]([OH:12])=[C:10](Cl)[CH:9]=[C:8]2[C:3]=1[CH:4]=[CH:5][C:6](C)=[N:7]2.[CH3:15]C1C=C2C(C=CC=N2)=CC=1O>>[Br:1][C:2]1[C:11]([OH:12])=[C:10]([CH3:15])[CH:9]=[C:8]2[C:3]=1[CH:4]=[CH:5][CH:6]=[N:7]2. Procedure details: Compound 3D was prepared following the procedure used to prepare compound 1D of Example 1, except that 7-methylquinolin-6-ol (3C) was used instead of compound 1C. LCMS-ESI+ (m/z): 238.1, 240.1 (M+H)+.